This data is from the Open Reaction Database (ORD), a public repository of structured organic reaction records. The task is: describe an organic reaction: reactants, conditions, products, and yield Reactants: CN(N=C(C1=C(C=CC=C1)Cl)Cl)S(=O)(=O)C1=CC=CC=C1 (N-methyl-N-(benzenesulfonyl)-2-chlorobenzohydrazonoyl chloride), ClC1=C(C#N)C=CC=C1[N+](=O)[O-] (2-chloro-3-nitrobenzonitrile), [Cl-].[Al+3].[Cl-].[Cl-] (aluminum chloride), ClC1=C(C=CC=C1)Cl (o-dichlorobenzene). Solvent: C(Cl)(Cl)Cl (chloroform). Run at temperature 140 celsius, time 30 minute. The product is ClC1=C(C=CC=C1)C1=NN(C(=N1)C1=C(C(=CC=C1)[N+](=O)[O-])Cl)C (3-(2-chlorophenyl)-5-(2-chloro-3-nitrophenyl) 1-methyl-1H-1,2,4-triazole). Isolated yield 64.0%. Reaction SMILES: [CH3:1][N:2](S(C1C=CC=CC=1)(=O)=O)[N:3]=[C:4](Cl)[C:5]1[CH:10]=[CH:9][CH:8]=[CH:7][C:6]=1[Cl:11].[Cl:22][C:23]1[C:30]([N+:31]([O-:33])=[O:32])=[CH:29][CH:28]=[CH:27][C:24]=1[C:25]#[N:26].[Cl-].[Al+3].[Cl-].[Cl-].ClC1C=CC=CC=1Cl>C(Cl)(Cl)Cl>[Cl:11][C:6]1[CH:7]=[CH:8][CH:9]=[CH:10][C:5]=1[C:4]1[N:26]=[C:25]([C:24]2[CH:27]=[CH:28][CH:29]=[C:30]([N+:31]([O-:33])=[O:32])[C:23]=2[Cl:22])[N:2]([CH3:1])[N:3]=1 |f:2.3.4.5|. Procedure: A mixture of N-methyl-N-(benzenesulfonyl)-2-chlorobenzohydrazonoyl chloride (1.72 g), 2-chloro-3-nitrobenzonitrile (1.00 g), anhydrous aluminum chloride (0.70 g) and o-dichlorobenzene (20 ml) is stirred at an oil bath temperature of 140° C. for 30 minutes. After cooling, the reaction mixture is dissolved in chloroform (100 ml), washed with dilute hydrochloric acid, dilute aqueous solution of sodium hydroxide and saline in this order, dried over anhydrous magnesium sulfate and concentrated under ...